This data is from the Open Reaction Database (ORD), a public repository of structured organic reaction records. The task is: describe an organic reaction: reactants, conditions, products, and yield As a reaction SMILES: [CH2:1]([CH3:2])[O:3][C:4](=[O:5])[CH:6]1[CH:7]=[N:8][c:9]2[c:10]([N+:17](=[O:18])[O-:19])[cH:11][cH:12][cH:13][c:14]2[C:15]1=[O:16].[CH3:22][C:23](=[O:24])[OH:25].[Na+:21].[OH-:20]>>[O:3]=[C:4]([OH:5])[CH:6]1[CH:7]=[N:8][c:9]2[c:10]([N+:17](=[O:18])[O-:19])[cH:11][cH:12][cH:13][c:14]2[C:15]1=[O:16]. The reactants are CCOC(=O)C1C=Nc2c(cccc2[N+](=O)[O-])C1=O, CC(=O)O, [Na+], [OH-]. Product: O=C(O)C1C=Nc2c(cccc2[N+](=O)[O-])C1=O. Reactants: C(C=CC)N1C(=C(C=2C1=C(N=NC2)Cl)C)C (1-(2-butenyl)-7-chloro-2,3-dimethylpyrrolo[2,3-d]pyridazine), S1C(=CC=C1)CO (2-thiophenemethanol). Yields the product C(C=CC)N1C(=C(C=2C1=C(N=NC2)OCC=2SC=CC2)C)C (1-(2-Butenyl)-2,3-dimethyl-7-(2-thienylmethyloxy)pyrrolo[2,3-d]pyridazine). The yield is 20.6%. RXN SMILES: [CH2:1]([N:5]1[C:9]2=[C:10](Cl)[N:11]=[N:12][CH:13]=[C:8]2[C:7]([CH3:15])=[C:6]1[CH3:16])[CH:2]=[CH:3][CH3:4].[S:17]1[CH:21]=[CH:20][CH:19]=[C:18]1[CH2:22][OH:23]>>[CH2:1]([N:5]1[C:9]2=[C:10]([O:23][CH2:22][C:18]3[S:17][CH:21]=[CH:20][CH:19]=3)[N:11]=[N:12][CH:13]=[C:8]2[C:7]([CH3:15])=[C:6]1[CH3:16])[CH:2]=[CH:3][CH3:4]. Reported procedure: The title compound (cis/trans=20/80) was prepared as a grayish white powder in 20.6% yield in a similar procedure to that described in Example 1 by using 1-(2-butenyl)-7-chloro-2,3-dimethylpyrrolo[2,3-d]pyridazine (cis/trans=20/80) and 2-thiophenemethanol.